From a dataset of the Open Reaction Database (ORD), a public repository of structured organic reaction records. describe an organic reaction: reactants, conditions, products, and yield The reactants are Cc1nc(-c2nccs2)ncc1C(=O)O, CN1CCOCC1, COc1nc(OC)nc([N+]2(C)CCOCC2)n1, [Cl-], [Cl-], Cc1cn([NH3+])c2ccc(F)cc12, CN(C)C=O, O. Yields the product Cc1nc(-c2nccs2)ncc1C(=O)Nn1cc(C)c2cc(F)ccc21. Reaction SMILES: [CH3:1][c:2]1[n:3][c:4](-[c:11]2[s:12][cH:13][cH:14][n:15]2)[n:5][cH:6][c:7]1[C:8](=[O:9])[OH:10].[CH3:29][N:30]1[CH2:31][CH2:32][O:33][CH2:34][CH2:35]1.[CH3:37][O:38][c:39]1[n:40][c:41]([O:42][CH3:43])[n:44][c:45]([N+:46]2([CH3:47])[CH2:48][CH2:49][O:50][CH2:51][CH2:52]2)[n:53]1.[Cl-:16].[Cl-:36].[F:17][c:18]1[cH:19][c:20]2[c:21]([CH3:28])[cH:22][n:23]([NH3+:27])[c:24]2[cH:25][cH:26]1.[O:54]=[CH:55][N:56]([CH3:57])[CH3:58].[OH2:59]>>[CH3:1][c:2]1[n:3][c:4](-[c:11]2[s:12][cH:13][cH:14][n:15]2)[n:5][cH:6][c:7]1[C:8](=[O:10])[NH:27][n:23]1[cH:22][c:21]([CH3:28])[c:20]2[cH:19][c:18]([F:17])[cH:26][cH:25][c:24]21. Starting materials: C(C)N(C1=C(C=CC(=C1)OC)[C@@H]1CC=2C=CC(=CC2CC1)OC(C(C)(C)C)=O)C(C1=CC(=C(C=C1)O)F)=O (pivalic acid (S)-6-{2-[ethyl(3-fluoro-4-hydroxybenzoyl)amino]-4-methoxyphenyl}-5,6,7,8-tetrahydronaphthalen-2-yl ester), ClCC(=O)N1CCCCC1 (2-chloro-1-piperidin-1-ylethanone). The product is C(C)N(C1=C(C=CC(=C1)OC)[C@@H]1CC=2C=CC(=CC2CC1)O)CC1=CC(=C(C=C1)OCCN1CCCCC1)F ((S)-6-{2-{Ethyl[3-fluoro-4-(2-piperidin-1-ylethoxy)benzyl]amino}-4-methoxyphenyl}-5,6,7,8-tetrahydronaphthalen-2-ol). Yield: 3.9%. RXN SMILES: [CH2:1]([N:3]([C:29](=O)[C:30]1[CH:35]=[CH:34][C:33]([OH:36])=[C:32]([F:37])[CH:31]=1)[C:4]1[CH:9]=[C:8]([O:10][CH3:11])[CH:7]=[CH:6][C:5]=1[C@H:12]1[CH2:21][CH2:20][C:19]2[CH:18]=[C:17]([O:22]C(=O)C(C)(C)C)[CH:16]=[CH:15][C:14]=2[CH2:13]1)[CH3:2].Cl[CH2:40][C:41]([N:43]1[CH2:48][CH2:47][CH2:46][CH2:45][CH2:44]1)=O>>[CH2:1]([N:3]([CH2:29][C:30]1[CH:35]=[CH:34][C:33]([O:36][CH2:40][CH2:41][N:43]2[CH2:48][CH2:47][CH2:46][CH2:45][CH2:44]2)=[C:32]([F:37])[CH:31]=1)[C:4]1[CH:9]=[C:8]([O:10][CH3:11])[CH:7]=[CH:6][C:5]=1[C@H:12]1[CH2:21][CH2:20][C:19]2[CH:18]=[C:17]([OH:22])[CH:16]=[CH:15][C:14]=2[CH2:13]1)[CH3:2]. Procedure: Synthesized from pivalic acid (S)-6-{2-[ethyl(3-fluoro-4-hydroxybenzoyl)amino]-4-methoxyphenyl}-5,6,7,8-tetrahydronaphthalen-2-yl ester (20 mg) and 2-chloro-1-piperidin-1-ylethanone (13 mg) according to an analogous synthetic method to Example 404 and purified by LC-MS, the title compound (0.8 mg) was obtained. Starting materials: [N+](=O)([O-])C1=CC=C(CC(C(=O)OC)(C(=O)OC)CC2=CC=C(C=C2)[N+](=O)[O-])C=C1 (dimethyl bis(4-nitrobenzyl)malonate), ClCCCCCCO (6-chlorohexanol). The reagents and catalysts are CCO.CCO.CCO.CCO.[Ti] (tetraethyl orthotitanate). Solvent: C1(=CC=CC=C1)C (toluene). Product: ClCCCCCCOC(C(C(=O)OCCCCCCCl)(CC1=CC=C(C=C1)[N+](=O)[O-])CC1=CC=C(C=C1)[N+](=O)[O-])=O (bis[6-chlorohexyl]2,2 bis(4-nitrobenzyl)malonate). Yield: 69.4%. As a reaction SMILES: [N+:1]([C:4]1[CH:29]=[CH:28][C:7]([CH2:8][C:9]([CH2:18][C:19]2[CH:24]=[CH:23][C:22]([N+:25]([O-:27])=[O:26])=[CH:21][CH:20]=2)([C:14]([O:16][CH3:17])=[O:15])[C:10]([O:12][CH3:13])=[O:11])=[CH:6][CH:5]=1)([O-:3])=[O:2].[Cl:30][CH2:31][CH2:32][CH2:33][CH2:34][CH2:35]CO>C1(C)C=CC=CC=1.CCO.CCO.CCO.CCO.[Ti]>[Cl:30][CH2:31][CH2:32][CH2:33][CH2:34][CH2:35][CH2:17][O:16][C:14](=[O:15])[C:9]([CH2:18][C:19]1[CH:20]=[CH:21][C:22]([N+:25]([O-:27])=[O:26])=[CH:23][CH:24]=1)([CH2:8][C:7]1[CH:6]=[CH:5][C:4]([N+:1]([O-:3])=[O:2])=[CH:29][CH:28]=1)[C:10]([O:12][CH2:13][CH2:35][CH2:34][CH2:33][CH2:32][CH2:31][Cl:30])=[O:11] |f:3.4.5.6.7|. Procedure details: 26.1 g (0.065 mol) dimethyl bis(4-nitrobenzyl)malonate, 84 g (0.61 mol) 6-chlorohexanol, 23.0 g (0.10 mol) tetraethyl orthotitanate were suspended in 50 ml toluene. The reaction mixture was subsequently allowed to react for 72 h at refluxing temperature. The reaction mixture was partitioned between water and ethyl acetate; the organic phase was washed repeatedly with water, dried over magnesium sulphate, filtered and concentrated by rotary evaporation. The product was precipitated with 200 ml cy... Reactants: ClC1=CC(=C(C=C1)N)N (4-chloro-1,2-phenylenediamine), [N+](=O)([O-])C=1C(=C(C=CC1)N)N (3-nitro-1,2-phenylenediamine), Cl.Cl.C(CC(OCC)=N)(OCC)=N (diethyl malonimidate dihydrochloride). Run in C(C)(=O)O (acetic acid). The product is ClC1=CC2=C(NC(=N2)CC2=NC3=C(N2)C=CC=C3[N+](=O)[O-])C=C1 (2-[(5-chloro-1H-benzimidazol-2-yl)methyl]4-nitro-1H-benzimidazole). Yield: 34.9%. RXN SMILES: [Cl:1][C:2]1[CH:7]=[CH:6][C:5]([NH2:8])=[C:4]([NH2:9])[CH:3]=1.[N+:10]([C:13]1[C:14]([NH2:20])=[C:15]([NH2:19])[CH:16]=[CH:17][CH:18]=1)([O-:12])=[O:11].Cl.Cl.[C:23](=N)(OCC)[CH2:24][C:25](=N)OCC>C(O)(=O)C>[Cl:1][C:2]1[CH:7]=[CH:6][C:5]2[NH:8][C:23]([CH2:24][C:25]3[NH:19][C:15]4[CH:16]=[CH:17][CH:18]=[C:13]([N+:10]([O-:12])=[O:11])[C:14]=4[N:20]=3)=[N:9][C:4]=2[CH:3]=1 |f:2.3.4|. Procedure: To a flame-dried 100 mL round-bottom flask equipped with a stir bar and a reflux condenser were added 4-chloro-1,2-phenylenediamine (1 g; 7.0 mmoles), 3-nitro-1,2-phenylenediamine (1.07 g; 7.0 mmoles), diethyl malonimidate dihydrochloride (1.62 g; 7.0 mmoles) and ultra pure acetic acid (ca. 35 mL; from Aldrich) under a nitrogen atmosphere. The mixture was refluxed for 2 hours and then cooled to room temperature, and the acetic acid was removed (via roto-vap). The residue was suspended and sonica...